This data is from the Open Reaction Database (ORD), a public repository of structured organic reaction records. The task is: describe an organic reaction: reactants, conditions, products, and yield Starting materials: C(C)(C)(C)OC(=O)N1CCC(C(=O)[O-])CC1 (1-(tert-butyloxycarbonyl)isonipecotate), same solvent, C(C)(C)NC(C)C (diisopropylamine), [Cl-].[NH4+] (ammonium chloride), solution, C(CCC)[Li] (butyllithium), C(C=C)Br (allyl bromide). Run in O1CCCC1 (tetrahydrofuran), O1CCCC1 (tetrahydrofuran), O1CCCC1 (tetrahydrofuran), O1CCCC1 (tetrahydrofuran), O1CCCC1 (tetrahydrofuran), O1CCCC1 (tetrahydrofuran), CCCCCC (hexane). Reaction conditions: temperature -70 celsius, time 15 minute. Yields the product C(C=C)C1N(CCC(C1)C(=O)OCC)C(=O)OC(C)(C)C (Ethyl allyl-1-(tert-butyloxycarbonyl)piperidine-4-carboxylate). RXN SMILES: [CH2:1]([Li])[CH2:2][CH2:3]C.[CH:6](NC(C)C)(C)[CH3:7].[C:13]([O:17][C:18]([N:20]1[CH2:28][CH2:27][CH:23]([C:24]([O-:26])=[O:25])[CH2:22][CH2:21]1)=[O:19])([CH3:16])([CH3:15])[CH3:14].C(Br)C=C.[Cl-].[NH4+]>CCCCCC.O1CCCC1>[CH2:3]([CH:21]1[CH2:22][CH:23]([C:24]([O:26][CH2:6][CH3:7])=[O:25])[CH2:27][CH2:28][N:20]1[C:18]([O:17][C:13]([CH3:16])([CH3:14])[CH3:15])=[O:19])[CH:2]=[CH2:1] |f:4.5|. Reported procedure: 70 cm3 of a solution of butyllithium in hexane (2.5M concentration) were added, with stirring and under an inert atmosphere, to 150 cm3 of tetrahydrofuran cooled to a temperature in the region of −70° C., followed by addition of 50 cm3 of tetrahydrofuran and 23 cm3 of diisopropylamine predissolved in 300 cm3 of tetrahydrofuran. After a further addition of 50 cm3 of tetrahydrofuran, the mixture was stirred for 15 minutes at about −70° C., followed by addition of 45.15 g of ethyl de 1-(tert-butylo... The reactants are NC1=CC=C2C(=N1)C(CC2)CCNC(C)=O (N-[2-(2-amino-6,7-dihydro-5H-cyclopenta[b]pyridin-7-yl)ethyl]acetamide), BrCC(C)=O (bromoacetone), C(O)([O-])=O.[Na+] (sodium hydrogen carbonate). Solvent: C(C)O (ethanol). Run at temperature 160 celsius, time 30 minute. Product: CC=1N=C2N(C3=C(C=C2)CCC3CCNC(C)=O)C1 (N-[2-(2-methyl-7,8-dihydro-6H-cyclopenta[e]imidazo[1,2-a]pyridin-8-yl)ethyl]acetamide). Yield: 9.7%. RXN SMILES: [NH2:1][C:2]1[N:7]=[C:6]2[CH:8]([CH2:11][CH2:12][NH:13][C:14](=[O:16])[CH3:15])[CH2:9][CH2:10][C:5]2=[CH:4][CH:3]=1.Br[CH2:18][C:19](=O)[CH3:20].C(=O)([O-])O.[Na+]>C(O)C>[CH3:20][C:19]1[N:1]=[C:2]2[CH:3]=[CH:4][C:5]3[CH2:10][CH2:9][CH:8]([CH2:11][CH2:12][NH:13][C:14](=[O:16])[CH3:15])[C:6]=3[N:7]2[CH:18]=1 |f:2.3|. Procedure details: A suspension of N-[2-(2-amino-6,7-dihydro-5H-cyclopenta[b]pyridin-7-yl)ethyl]acetamide (17.6 mg, 0.0803 mmol), bromoacetone (16.5 mg, 0.120 mmol) and sodium hydrogen carbonate (10.1 mg, 0.12 mmol) in ethanol (1 mL) was heated under reflux for 4 hr. The solvent was evaporated under reduced pressure, and N,N-dimethylformamide (1 mL) was added. The mixture was irradiated with 150 W microwave and stirred at 160° C. for 30 min. The solvent was evaporated under reduced pressure, and the residue was pu...